This data is from the Open Reaction Database (ORD), a public repository of structured organic reaction records. The task is: describe an organic reaction: reactants, conditions, products, and yield Reactants: O[Li].O (LiOH.H2O), COC(=O)C1(CCOC2=CC=C(C=C12)F)O (6-Fluoro-4-hydroxychroman-4-yl-carboxylic Acid Methyl Ester). The solvent is O (water), C1CCOC1 (THF). Conditions: time 2 day. Product: FC=1C=C2C(CCOC2=CC1)(O)C(=O)O (6-Fluoro-4-hydroxychroman-4-yl-carboxylic Acid). RXN SMILES: O[Li].O.C[O:5][C:6]([C:8]1([OH:19])[C:17]2[C:12](=[CH:13][CH:14]=[C:15]([F:18])[CH:16]=2)[O:11][CH2:10][CH2:9]1)=[O:7]>O.C1COCC1>[F:18][C:15]1[CH:16]=[C:17]2[C:12](=[CH:13][CH:14]=1)[O:11][CH2:10][CH2:9][C:8]2([C:6]([OH:7])=[O:5])[OH:19] |f:0.1|. Procedure details: A solution of LiOH.H2O (0.95 g; 22.6 mmol) in water (30 mL) was added to a solution of 6-fluoro-4-hydroxychroman-4-yl-carboxylic acid, methyl ester (2.47 g; 10.9 mmol; from step (i) above) in THF (10 mL). The reaction mixture was stirred at room temperature for 2 days, THF was evaporated and the water phase was acidified with HCl (2M) and extracted with ethyl acetate. The organic layer was dried (Na2SO4) and evaporated, yielding the sub-title compound. Yield: 1.41 g (61%).